Dataset: the Open Reaction Database (ORD), a public repository of structured organic reaction records. Task: describe an organic reaction: reactants, conditions, products, and yield The solvent is C(C)O (ethanol). Run at time 15 minute. Procedure details: Ethyl pyruvate (882 mg, 7.59 mmol) was added to a solution of (R)-4-amino-3-cyclohexyl-3,4-dihydro-2H-1,4-benzoxazine (1.47 g, 6.33 mmol) in ethanol (40 ml). The reaction mixture was stirred at room temperature for 15 min. To the reaction mixture, sulfuric acid (10% v/v in ethanol; 8.0 ml) was added. The reaction mixture was refluxed for 2 h. The mixture was cooled to room temperature and partitioned between ethyl acetate and sodium carbonate solution. The aqueous layer was extracted with ethyl ... The product is C1(CCCCC1)[C@@H]1COC=2C=3N1C(=CC3C=CC2)C(=O)OCC (ethyl (R)-3-cyclohexyl-2,3-dihydropyrrolo[1,2,3-de]-1,4-benzoxazine-5-carboxylate). As a reaction SMILES: [C:1]([O:6][CH2:7][CH3:8])(=[O:5])[C:2]([CH3:4])=O.N[N:10]1[C:15]2[CH:16]=[CH:17][CH:18]=[CH:19][C:14]=2[O:13][CH2:12][C@H:11]1[CH:20]1[CH2:25][CH2:24][CH2:23][CH2:22][CH2:21]1.S(=O)(=O)(O)O>C(O)C>[CH:20]1([C@H:11]2[N:10]3[C:2]([C:1]([O:6][CH2:7][CH3:8])=[O:5])=[CH:4][C:16]4[CH:17]=[CH:18][CH:19]=[C:14]([C:15]=43)[O:13][CH2:12]2)[CH2:21][CH2:22][CH2:23][CH2:24][CH2:25]1. The reactants are C(C(=O)C)(=O)OCC (Ethyl pyruvate), NN1[C@@H](COC2=C1C=CC=C2)C2CCCCC2 ((R)-4-amino-3-cyclohexyl-3,4-dihydro-2H-1,4-benzoxazine), S(O)(O)(=O)=O (sulfuric acid). The yield is 75.2%. Reactants: C=1C=CC(=CC1)P(C=2C=CC=CC2)C3=CC=C4C=CC=CC4=C3C5=C6C=CC=CC6=CC=C5P(C=7C=CC=CC7)C=8C=CC=CC8 (BINAP), C1N(CCC12CCNCC2)C(=O)OC(C)(C)C (tert-butyl 2,8-diazaspiro[4.5]decane-2-carboxylate), Cl.BrC1=CC=NC=C1 (4-bromopyridine HCl), sodium tert-butylate. The reagents and catalysts are CC(=O)[O-].CC(=O)[O-].[Pd+2] (Pd(OAc)2). Run in C1(=CC=CC=C1)C (toluene). Conditions: time 15 minute. Product: C(C)(C)(C)OC(=O)N1CC2(CC1)CCN(CC2)C2=CC=NC=C2 (8-Pyridin-4-yl-2,8-diazaspiro[4.5]decane-2-carboxylic acid tert-butyl ester). The yield is 43.3%. As a reaction SMILES: C1C=CC(P(C2C(C3C(P(C4C=CC=CC=4)C4C=CC=CC=4)=CC=C4C=3C=CC=C4)=C3C(C=CC=C3)=CC=2)C2C=CC=CC=2)=CC=1.[CH2:47]1[C:51]2([CH2:56][CH2:55][NH:54][CH2:53][CH2:52]2)[CH2:50][CH2:49][N:48]1[C:57]([O:59][C:60]([CH3:63])([CH3:62])[CH3:61])=[O:58].Cl.Br[C:66]1[CH:71]=[CH:70][N:69]=[CH:68][CH:67]=1>C1(C)C=CC=CC=1.CC([O-])=O.CC([O-])=O.[Pd+2]>[C:60]([O:59][C:57]([N:48]1[CH2:49][CH2:50][C:51]2([CH2:52][CH2:53][N:54]([C:66]3[CH:71]=[CH:70][N:69]=[CH:68][CH:67]=3)[CH2:55][CH2:56]2)[CH2:47]1)=[O:58])([CH3:63])([CH3:62])[CH3:61] |f:2.3,5.6.7|. Procedure: BINAP (293 mg, 0.47 mmol) and Pd(OAc)2 (317 mg, 1.4 mmol) was added to a mixture of tert-butyl 2,8-diazaspiro[4.5]decane-2-carboxylate (5.66 g, 23.6 mmol), 4-bromopyridine HCl (4.58 g, 23.6 mmol) and sodium tert-butylate (6.8 g, 70.8 mmol) in toluene and the reaction mixture was degassed under argon for 20 minutes and heated under reflux for 4 h. The mixture was then diluted with ethyl acetate, stirred for 15 minutes and filtered over Celite. The organic phase was washed with water and sat. NaCl... Starting materials: [N+](=O)([O-])C1=C(C=CC(=C1)[N+](=O)[O-])O (2,4-dinitrophenol), [N+](=O)([O-])C1=C(C=CC(=C1)C(C)(C)C)OC (2-nitro-4-tertbutylanisole). Yields the product [N+](=O)([O-])C1=C(C(=CC(=C1)C(C)(C)C)[N+](=O)[O-])OC (2,6-dinitro-4-tertbutylanisole). The yield is 99.4%. As a reaction SMILES: [N+:1](C1C=C([N+]([O-])=O)C=CC=1O)([O-:3])=[O:2].[N+:14]([C:17]1[CH:22]=[C:21]([C:23]([CH3:26])([CH3:25])[CH3:24])[CH:20]=[CH:19][C:18]=1[O:27][CH3:28])([O-:16])=[O:15]>>[N+:14]([C:17]1[CH:22]=[C:21]([C:23]([CH3:25])([CH3:24])[CH3:26])[CH:20]=[C:19]([N+:1]([O-:3])=[O:2])[C:18]=1[O:27][CH3:28])([O-:16])=[O:15]. Procedure details: This product was then subjected to hydrolytic separation of the 2,4-dinitrophenol in accordance with the procedure described in Example 6 to afford 6.18 g (98.9% yield) that corresponds to 33.6% of total yield of the 2,4-dinitrophenol separated and 19.37 g 2,6-dinitro-4-tertbutylanisole (95.2% yield, calculated on the theoretical yield possible) contaminated with 3.88 g of the 2-nitro-4-tertbutylanisole. Subsequent crystallization from methyl alcohol (20 ml, cooled -5° C.) afforded 14.72 g of 99... Reactants: COC=1C=C2C(=NC=NC2=CC1OC)OC1=CC(=C(N)C=C1)[N+](=O)[O-] (4-[(6,7-dimethoxy-4-quinazolinyl)oxy]-2-nitroaniline), C(O)([O-])=O.[Na+] (sodium hydrogencarbonate), ClC(Cl)(OC(OC(Cl)(Cl)Cl)=O)Cl (Triphosgene), C(C1=CC=CC=C1)N1C[C@@H](CC1)N ((3R)-(−)-1-Benzyl-3-aminopyrrolidine). The solvent is C(C)N(CC)CC (triethylamine), C(Cl)(Cl)Cl (Chloroform). Conditions: time 8 hour. Yields the product C(C1=CC=CC=C1)N1C[C@@H](CC1)NC(=O)NC1=C(C=C(C=C1)OC1=NC=NC2=CC(=C(C=C12)OC)OC)[N+](=O)[O-] (N-[(3R)-1-Benzyltetrahydro-1H-3-pyrrolyl]-N′-{4-[(6,7-dimethoxy-4-quinazolinyl)oxy]-2-nitrophenyl}urea). The yield is 77.3%. RXN SMILES: [CH3:1][O:2][C:3]1[CH:4]=[C:5]2[C:10](=[CH:11][C:12]=1[O:13][CH3:14])[N:9]=[CH:8][N:7]=[C:6]2[O:15][C:16]1[CH:22]=[CH:21][C:19]([NH2:20])=[C:18]([N+:23]([O-:25])=[O:24])[CH:17]=1.ClC(Cl)(O[C:30](=[O:36])OC(Cl)(Cl)Cl)Cl.[CH2:38]([N:45]1[CH2:49][CH2:48][C@@H:47]([NH2:50])[CH2:46]1)[C:39]1[CH:44]=[CH:43][CH:42]=[CH:41][CH:40]=1.C(=O)([O-])O.[Na+]>C(N(CC)CC)C.C(Cl)(Cl)Cl>[CH2:38]([N:45]1[CH2:49][CH2:48][C@@H:47]([NH:50][C:30]([NH:20][C:19]2[CH:21]=[CH:22][C:16]([O:15][C:6]3[C:5]4[C:10](=[CH:11][C:12]([O:13][CH3:14])=[C:3]([O:2][CH3:1])[CH:4]=4)[N:9]=[CH:8][N:7]=3)=[CH:17][C:18]=2[N+:23]([O-:25])=[O:24])=[O:36])[CH2:46]1)[C:39]1[CH:40]=[CH:41][CH:42]=[CH:43][CH:44]=1 |f:3.4|. Procedure details: Chloroform (27 ml) and triethylamine (4 ml) were added to 4-[(6,7-dimethoxy-4-quinazolinyl)oxy]-2-nitroaniline (200 mg) to prepare a solution. Triphosgene (192 mg) was added to the solution, and the mixture was stirred at room temperature for 30 min. (3R)-(−)-1-Benzyl-3-aminopyrrolidine (77 mg) was then added thereto, and the mixture was stirred at room temperature overnight. A saturated aqueous sodium hydrogencarbonate solution was added to the reaction solution, and the mixture was extracted w... Starting materials: OC[C@](CCC1=CC=C(C=C1)OCCCC(C(F)(F)F)(F)F)(C)NC(OC(C)(C)C)=O (tert-butyl {(R)-1-hydroxy-2-methyl-4-[4-(4,4,5,5,5-pentafluoro-pentyloxy)-phenyl]-but-2-yl}-carbamate), Cl (HCl). The solvent is O1CCOCC1 (dioxane). Run at time 2 hour. Yields the product Cl.N[C@@](CO)(CCC1=CC=C(C=C1)OCCCC(C(F)(F)F)(F)F)C ((R)-2-Amino-2-methyl-4-[4-(4,4,5,5,5-pentafluoro-pentyloxy)-phenyl]-butan-1-ol Hydrochloride). Reaction SMILES: [OH:1][CH2:2][C@@:3]([NH:24]C(=O)OC(C)(C)C)([CH3:23])[CH2:4][CH2:5][C:6]1[CH:11]=[CH:10][C:9]([O:12][CH2:13][CH2:14][CH2:15][C:16]([F:22])([F:21])[C:17]([F:20])([F:19])[F:18])=[CH:8][CH:7]=1.[ClH:32]>O1CCOCC1>[ClH:32].[NH2:24][C@:3]([CH3:23])([CH2:4][CH2:5][C:6]1[CH:7]=[CH:8][C:9]([O:12][CH2:13][CH2:14][CH2:15][C:16]([F:21])([F:22])[C:17]([F:18])([F:19])[F:20])=[CH:10][CH:11]=1)[CH2:2][OH:1] |f:3.4|. Procedure details: To tert-butyl {(R)-1-hydroxy-2-methyl-4-[4-(4,4,5,5,5-pentafluoro-pentyloxy)-phenyl]-but-2-yl}-carbamate (25 mg, 0.055 mmol) is added 4 M HCl in dry dioxane (1 ml). The clear colorless solution is stirred for 2 h protected from moisture. Then, the solution is evaporated to dryness and the partially crystalline residue is taken up in dry ether (5 ml). Sonication for 10 min gives a precipitate of colorless crystals. The product is filtered off, washed with cold ether (3×1 ml), and dried in vacuo t... Reactants: FC(OC=1C(=C(C=CC1)/C=C/C=1N=C2N(C=CC=C2)C1C(=O)OCC)O)F (Ethyl 2-{(E)-2-[3-(difluoromethoxy)-2-hydroxyphenyl]vinyl}imidazo[1,2-a]pyridine-3-carboxylate), FC(OC=1C(=C(C=CC1)/C=C/C=1N=C2SC=CN2C1C(=O)O)OCC(C)(C)C)F (6-{(E)-2-[3-(Difluoromethoxy)-2-(2,2-dimethylpropoxy)phenyl]vinyl}imidazo[2,1-b][1,3]thiazole-5-carboxylic acid), BrCCC(C)C (1-bromo-3-methylbutane), C([O-])([O-])=O.[K+].[K+] (potassium carbonate). The solvent is CN(C=O)C (N,N-dimethylformamide). Yields the product FC(OC=1C(=C(C=CC1)/C=C/C=1N=C2N(C=CC=C2)C1C(=O)OCC)OCCC(C)C)F (Ethyl 2-{(E)-2-[3-(Difluoromethoxy)-2-(3-methylbutoxy)phenyl]vinyl}imidazo[1,2-a]pyridine-3-carboxylate). The yield is 101.0%. Reaction SMILES: [F:1][CH:2]([F:27])[O:3][C:4]1[C:5]([OH:26])=[C:6](/[CH:10]=[CH:11]/[C:12]2[N:13]=[C:14]3[CH:19]=[CH:18][CH:17]=[CH:16][N:15]3[C:20]=2[C:21]([O:23][CH2:24][CH3:25])=[O:22])[CH:7]=[CH:8][CH:9]=1.Br[CH2:29][CH2:30][CH:31]([CH3:33])[CH3:32].C(=O)([O-])[O-].[K+].[K+].FC(F)OC1C(OCC(C)(C)C)=C(/C=C/C2N=C3N(C=2C(O)=O)C=CS3)C=CC=1>CN(C)C=O>[F:27][CH:2]([F:1])[O:3][C:4]1[C:5]([O:26][CH2:29][CH2:30][CH:31]([CH3:33])[CH3:32])=[C:6](/[CH:10]=[CH:11]/[C:12]2[N:13]=[C:14]3[CH:19]=[CH:18][CH:17]=[CH:16][N:15]3[C:20]=2[C:21]([O:23][CH2:24][CH3:25])=[O:22])[CH:7]=[CH:8][CH:9]=1 |f:2.3.4|. Reported procedure: Alkylation of Intermediate 12 (400 mg, 1.069 mmol) with 1-bromo-3-methylbutane (193.8 mg, 1.283 mmol) in presence of potassium carbonate (163 mg, 1.175 mmol) in anhydrous N,N-dimethylformamide (4 mL) as described in Intermediate 7A, Step 1 gave 480 mg of the compound as a white solid; 1H NMR (300 MHz, DMSO-d6) δ 0.94 (d, J=6.9, 6H), 1.40-1.47 (m, 3H), 1.64-1.71 (m, 2H), 1.88-1.95 (m, 1H), 3.97-4.03 (m, 2H), 4.40-4.48 (m, 2H), 7.12-7.20 (m, 2H), 7.21 (t, J=74.7 Hz, 1H), 7.22-7.28 (m, 1H), 7.53-7.... The reactants are ClC1=NC(=CC=C1C(=O)C1=CC=CC=C1)Cl ((2,6-dichloropyridin-3-yl)(phenyl)methanone), CNN (methyl hydrazine). The solvent is CO (methanol). Run at temperature 90 celsius. The product is ClC1=CC=C2C(=N1)N(N=C2C2=CC=CC=C2)C (6-chloro-1-methyl-3-phenyl-1H-pyrazolo[3,4-b]pyridine). The yield is 67.3%. As a reaction SMILES: Cl[C:2]1[C:7]([C:8]([C:10]2[CH:15]=[CH:14][CH:13]=[CH:12][CH:11]=2)=O)=[CH:6][CH:5]=[C:4]([Cl:16])[N:3]=1.[CH3:17][NH:18][NH2:19]>CO>[Cl:16][C:4]1[N:3]=[C:2]2[N:18]([CH3:17])[N:19]=[C:8]([C:10]3[CH:15]=[CH:14][CH:13]=[CH:12][CH:11]=3)[C:7]2=[CH:6][CH:5]=1. Procedure details: A mixture of (2,6-dichloropyridin-3-yl)(phenyl)methanone (0.7 g, 2.776 mmol) and methyl hydrazine (0.256 g, 5.553) in methanol (7 mL) was heated at 90° C. in a sealed tube for 4 h. The reaction mixture was concentrated under reduced pressure and diethyl ether was added. The organic layer was washed with an excess of water, followed by brine and dried over Na2SO4. Concentration of the organic layer furnished the crude product as a pale yellow solid. The product was purified by column chromatograp... Reactants: CC(C)(C)[O-], CI, CN(C)C=O, Cc1[nH]cc2c1-c1ccc(Cl)cc1C(c1ccccc1Cl)=NC2, [K+], O. Yields the product Cc1c2c(cn1C)CN=C(c1ccccc1Cl)c1cc(Cl)ccc1-2. Reaction SMILES: [CH3:24][C:25]([CH3:26])([O-:27])[CH3:28].[CH3:30][I:31].[CH3:32][N:33]([CH3:34])[CH:35]=[O:36].[Cl:1][c:2]1[cH:3][c:4]2[c:5]([cH:22][cH:23]1)-[c:6]1[c:7]([cH:18][nH:19][c:20]1[CH3:21])[CH2:8][N:9]=[C:10]2[c:11]1[c:12]([Cl:17])[cH:13][cH:14][cH:15][cH:16]1.[K+:29].[OH2:37]>>[Cl:1][c:2]1[cH:3][c:4]2[c:5]([cH:22][cH:23]1)-[c:6]1[c:7]([cH:18][n:19]([CH3:24])[c:20]1[CH3:21])[CH2:8][N:9]=[C:10]2[c:11]1[c:12]([Cl:17])[cH:13][cH:14][cH:15][cH:16]1. Product: CC(C)(C)[Si](C)(C)OCc1ccc(CO)o1. As a reaction SMILES: [C:18]([CH3:19])([CH3:20])([CH3:21])[Si:22]([CH3:23])([CH3:24])[Cl:25].[CH3:1][CH2:2][CH2:3][CH2:4][CH2:5][CH3:6].[CH3:26][CH2:27][O:28][CH2:29][CH3:30].[H-:7].[Na+:8].[O:31]1[CH2:32][CH2:33][CH2:34][CH2:35]1.[OH:9][CH2:10][c:11]1[cH:12][cH:13][c:14]([CH2:15][OH:16])[o:17]1>>[OH:9][CH2:10][c:11]1[cH:12][cH:13][c:14]([CH2:15][O:16][Si:22]([C:18]([CH3:19])([CH3:20])[CH3:21])([CH3:23])[CH3:24])[o:17]1. Starting materials: CC(C)(C)[Si](C)(C)Cl, CCCCCC, CCOCC, [H-], [Na+], C1CCOC1, OCc1ccc(CO)o1.